This data is from the Open Reaction Database (ORD), a public repository of structured organic reaction records. The task is: describe an organic reaction: reactants, conditions, products, and yield The reactants are CN=C=O, [N-]=C=O, C=C(C#N)C(C)O. Product: C=C(C#N)C(C)C(=O)NC. As a reaction SMILES: [CH3:8][N:9]=[C:10]=[O:11].[N-:12]=[C:13]=[O:14].[OH:1][CH:2]([CH3:3])[C:4]([C:5]#[N:6])=[CH2:7]>>[CH:2]([CH3:3])([C:4]([C:5]#[N:6])=[CH2:7])[C:10]([NH:9][CH3:8])=[O:11]. Reactants: C(C)(C)(C)OC(=O)N1CCN(CCC1)C(=O)C=1C=C2C=C(NC2=CC1)C(=O)O (5-(4-tert-butoxycarbonyl-[1,4]diazepane-1-carbonyl)-1H-indole-2-carboxylic acid), C(C)OC(=O)N1CCNCC1 (4-ethoxycarbonylpiperazine). Product: C(C)(C)(C)OC(=O)N1CCN(CCC1)C(=O)C=1C=C2C=C(NC2=CC1)C(=O)N1CCN(CC1)C(=O)OCC (4-[2-(4-Ethoxycarbonyl-piperazine-1-carbonyl)-1H-indole-5-carbonyl]-[1,4]diazepane-1-carboxylic acid tert-butyl ester). RXN SMILES: [C:1]([O:5][C:6]([N:8]1[CH2:14][CH2:13][CH2:12][N:11]([C:15]([C:17]2[CH:18]=[C:19]3[C:23](=[CH:24][CH:25]=2)[NH:22][C:21]([C:26](O)=[O:27])=[CH:20]3)=[O:16])[CH2:10][CH2:9]1)=[O:7])([CH3:4])([CH3:3])[CH3:2].[CH2:29]([O:31][C:32]([N:34]1[CH2:39][CH2:38][NH:37][CH2:36][CH2:35]1)=[O:33])[CH3:30]>>[C:1]([O:5][C:6]([N:8]1[CH2:14][CH2:13][CH2:12][N:11]([C:15]([C:17]2[CH:18]=[C:19]3[C:23](=[CH:24][CH:25]=2)[NH:22][C:21]([C:26]([N:37]2[CH2:36][CH2:35][N:34]([C:32]([O:31][CH2:29][CH3:30])=[O:33])[CH2:39][CH2:38]2)=[O:27])=[CH:20]3)=[O:16])[CH2:10][CH2:9]1)=[O:7])([CH3:4])([CH3:2])[CH3:3]. Procedure details: The title compound was synthesized in analogy to example 47a), from 5-(4-tert-butoxycarbonyl-[1,4]diazepane-1-carbonyl)-1H-indole-2-carboxylic acid and 4-ethoxycarbonylpiperazine. Off-white solid. MS (m/z): 505.2 (M+H)+. Starting materials: N(=NC(=O)OCC)C(=O)OCC (diethyl azodicarboxylate), C(C)(=O)S (thioacetic S-acid), O[C@@H]1C[C@H](N(C1)C(=O)OCC1=CC=C(C=C1)[N+](=O)[O-])C=1N(CCN1)C(=O)OCC1=CC=C(C=C1)[N+](=O)[O-] ((2S, 4R) -4-Hydroxy-1-(4-nitrobenzyloxycarbonyl)-2-[1-(4-nitrobenzyloxycarbonyl)-2-imidazolin-2-yl]-pyrrolidine), C1(=CC=CC=C1)P(C1=CC=CC=C1)C1=CC=CC=C1 (triphenylphosphine). Solvent: O1CCCC1 (tetrahydrofuran), C(C)(=O)OCC (ethyl acetate), O1CCCC1 (tetrahydrofuran). Reaction conditions: time 30 minute. Product: C(C)(=O)S[C@H]1C[C@H](N(C1)C(=O)OCC1=CC=C(C=C1)[N+](=O)[O-])C=1N(CCN1)C(=O)OCC1=CC=C(C=C1)[N+](=O)[O-] ((2S, 4S )-4-acetylthio-1-(4-nitrobenzyloxycarbonyl)-2-[1-(4-nitrobenzyloxycarbonyl)-2-imidazolin-2 -yl]-pyrrolidine). Reaction SMILES: O[C@H:2]1[CH2:6][N:5]([C:7]([O:9][CH2:10][C:11]2[CH:16]=[CH:15][C:14]([N+:17]([O-:19])=[O:18])=[CH:13][CH:12]=2)=[O:8])[C@H:4]([C:20]2[N:21]([C:25]([O:27][CH2:28][C:29]3[CH:34]=[CH:33][C:32]([N+:35]([O-:37])=[O:36])=[CH:31][CH:30]=3)=[O:26])[CH2:22][CH2:23][N:24]=2)[CH2:3]1.C1(P(C2C=CC=CC=2)C2C=CC=CC=2)C=CC=CC=1.N(C(OCC)=O)=NC(OCC)=O.[C:69]([SH:72])(=[O:71])[CH3:70]>O1CCCC1.C(OCC)(=O)C>[C:69]([S:72][C@@H:2]1[CH2:6][N:5]([C:7]([O:9][CH2:10][C:11]2[CH:16]=[CH:15][C:14]([N+:17]([O-:19])=[O:18])=[CH:13][CH:12]=2)=[O:8])[C@H:4]([C:20]2[N:21]([C:25]([O:27][CH2:28][C:29]3[CH:30]=[CH:31][C:32]([N+:35]([O-:37])=[O:36])=[CH:33][CH:34]=3)=[O:26])[CH2:22][CH2:23][N:24]=2)[CH2:3]1)(=[O:71])[CH3:70]. Procedure details: (2S, 4R) -4-Hydroxy-1-(4-nitrobenzyloxycarbonyl)-2-[1-(4-nitrobenzyloxycarbonyl)-2-imidazolin-2-yl]-pyrrolidine (655 mg) and triphenylphosphine (0.51 g) were dissolved in tetrahydrofuran (20 ml) at 0° C. To this solution was added dropwise a solution of diethyl azodicarboxylate (0.30 ml) in tetrahydrofuran (5 ml) with stirring for 30 minutes, followed by addition of a solution of thioacetic S-acid (0.14 ml). Stirring was continued at ambient temperature for 2 hours. The reaction mixture was dilu... The product is CN1CCN(c2cc(N3CCc4ccc(-c5cnc(C#N)c(F)c5)cc4C3)nc(N)n2)CC1. As a reaction SMILES: [C-:41]#[N:42].[C-:44]#[N:45].[CH3:102][N:103]1[CH2:104][CH2:105][CH2:106][C:107]1=[O:108].[CH3:33][N:34]([CH3:35])[CH2:36][CH2:37][N:38]([CH3:39])[CH3:40].[Cl:1][c:2]1[c:3]([F:32])[cH:4][c:5](-[c:8]2[cH:9][cH:10][c:11]3[c:16]([cH:17]2)[CH2:15][N:14]([c:18]2[n:19][c:20]([NH2:31])[n:21][c:22]([N:24]4[CH2:25][CH2:26][N:27]([CH3:30])[CH2:28][CH2:29]4)[cH:23]2)[CH2:13][CH2:12]3)[cH:6][n:7]1.[O:48]=[C:49]([CH:50]=[CH:51][c:52]1[cH:53][cH:54][cH:55][cH:56][cH:57]1)[CH:58]=[CH:59][c:60]1[cH:61][cH:62][cH:63][cH:64][cH:65]1.[O:66]=[C:67]([CH:68]=[CH:69][c:70]1[cH:71][cH:72][cH:73][cH:74][cH:75]1)[CH:76]=[CH:77][c:78]1[cH:79][cH:80][cH:81][cH:82][cH:83]1.[O:84]=[C:85]([CH:86]=[CH:87][c:88]1[cH:89][cH:90][cH:91][cH:92][cH:93]1)[CH:94]=[CH:95][c:96]1[cH:97][cH:98][cH:99][cH:100][cH:101]1.[Pd:46].[Pd:47].[Zn+2:43]>>[c:2]1([C:33]#[N:34])[c:3]([F:32])[cH:4][c:5](-[c:8]2[cH:9][cH:10][c:11]3[c:16]([cH:17]2)[CH2:15][N:14]([c:18]2[n:19][c:20]([NH2:31])[n:21][c:22]([N:24]4[CH2:25][CH2:26][N:27]([CH3:30])[CH2:28][CH2:29]4)[cH:23]2)[CH2:13][CH2:12]3)[cH:6][n:7]1. Starting materials: [C-]#N, [C-]#N, CN1CCCC1=O, CN(C)CCN(C)C, CN1CCN(c2cc(N3CCc4ccc(-c5cnc(Cl)c(F)c5)cc4C3)nc(N)n2)CC1, O=C(C=Cc1ccccc1)C=Cc1ccccc1, O=C(C=Cc1ccccc1)C=Cc1ccccc1, O=C(C=Cc1ccccc1)C=Cc1ccccc1, [Pd], [Pd], [Zn+2]. Starting materials: C=1SC=C2NC3=C(NC(C21)=O)C=CC=C3 (4,9-dihydro-10H-thieno[3,4-b][1,5]benzodiazepin-10-one), CI (methyl iodide), [H-].[Na+] (sodium hydride), CN(C=O)C (dimethylformamide). The solvent is O (water). Run at time 2.5 hour. Product: CN1C(C=2C(NC3=C1C=CC=C3)=CSC2)=O (4,9-Dihydro-9-methyl-10H-thieno[3,4-b][1,5]benzodiazepin-10-one). As a reaction SMILES: [CH:1]1[S:2][CH:3]=[C:4]2[C:10]=1[C:9](=[O:11])[NH:8][C:7]1[CH:12]=[CH:13][CH:14]=[CH:15][C:6]=1[NH:5]2.[H-].[Na+].[CH3:18]N(C)C=O.CI>O>[CH3:18][N:8]1[C:7]2[CH:12]=[CH:13][CH:14]=[CH:15][C:6]=2[NH:5][C:4]2=[CH:3][S:2][CH:1]=[C:10]2[C:9]1=[O:11] |f:1.2|. Procedure: To a stirred mixture of 0.84 g. of 4,9-dihydro-10H-thieno[3,4-b][1,5]benzodiazepin-10-one and 0.18 g. of 55% sodium hydride-mineral oil dispersion in 25 ml. of dimethylformamide is added 0.3 ml. of methyl iodide. The reaction mixture is stirred for 2.5 hours, cooled, diluted with water and filtered. The solid product is recrystallized from methanol-water to give pale yellow crystals, m.p. 195°-198° C. The reactants are CCOC(C)=O, COCc1nn(C)cc1[N+](=O)[O-], CO, [H][H]. Yields the product COCc1nn(C)cc1N. As a reaction SMILES: [CH3:15][CH2:16][O:17][C:18]([CH3:19])=[O:20].[CH3:1][O:2][CH2:3][c:4]1[n:5][n:6]([CH3:12])[cH:7][c:8]1[N+:9]([O-:10])=[O:11].[CH3:21][OH:22].[H:13][H:14]>>[CH3:1][O:2][CH2:3][c:4]1[n:5][n:6]([CH3:12])[cH:7][c:8]1[NH2:9]. Starting materials: OC(C1=NC2=C(N1COCC[Si](C)(C)C)C=C(C=C2)C#N)C2=C1C=CN(C1=C(C=C2S(=O)(=O)C)C)S(=O)(=O)C2=CC=C(C)C=C2 ((±)-2-(hydroxy(7-methyl-5-(methylsulfonyl)-1-tosyl-1H-indol-4-yl)methyl)-1-((2-(trimethylsilyl)ethoxy)methyl)-1H-benzo[d]imidazole-6-carbonitrile), OC(C1=NC2=C(N1COCC[Si](C)(C)C)C=CC(=C2)C#N)C2=C1C=CN(C1=C(C=C2S(=O)(=O)C)C)S(=O)(=O)C2=CC=C(C)C=C2 ((±)-2-(hydroxy(7-methyl-5-(methylsulfonyl)-1-tosyl-1H-indol-4-yl)methyl)-1-((2-(trimethylsilyl)ethoxy)methyl)-1H-benzo[d]imidazole-5-carbonitrile), solution, F[B-](F)(F)F.[Li+] (lithium tetrafluoroborate), CC#N (MeCN), CCN(CC)CCOC(=O)C1(CCCCC1)CCC(C)C (isomylamine), [OH-].[K+] (KOH). Solvent: O (water), O (Water). Run at temperature 70 celsius. Yields the product OC(C1=NC2=C(N1)C=CC(=C2)C#N)C2=C1C=CNC1=C(C=C2S(=O)(=O)C)C ((±)-2-(Hydroxy(7-methyl-5-(methylsulfonyl)-1H-indol-4-yl)methyl)-1H-benzo[d]imidazole-5-carbonitrile). RXN SMILES: [OH:1][CH:2]([C:22]1[C:30]([S:31]([CH3:34])(=[O:33])=[O:32])=[CH:29][C:28]([CH3:35])=[C:27]2[C:23]=1[CH:24]=[CH:25][N:26]2S(C1C=CC(C)=CC=1)(=O)=O)[C:3]1[N:7](COCC[Si](C)(C)C)[C:6]2[CH:16]=[C:17]([C:20]#[N:21])[CH:18]=[CH:19][C:5]=2[N:4]=1.OC(C1C(S(C)(=O)=O)=CC(C)=C2C=1C=CN2S(C1C=CC(C)=CC=1)(=O)=O)C1N(COCC[Si](C)(C)C)C2C=CC(C#N)=CC=2N=1.F[B-](F)(F)F.[Li+].CC#N.CCN(CCOC(C1(CCC(C)C)CCCCC1)=O)CC.[OH-].[K+]>O>[OH:1][CH:2]([C:22]1[C:30]([S:31]([CH3:34])(=[O:33])=[O:32])=[CH:29][C:28]([CH3:35])=[C:27]2[C:23]=1[CH:24]=[CH:25][NH:26]2)[C:3]1[NH:4][C:5]2[CH:19]=[CH:18][C:17]([C:20]#[N:21])=[CH:16][C:6]=2[N:7]=1 |f:2.3,6.7|. Procedure: To a mixture of (±)-2-(hydroxy(7-methyl-5-(methylsulfonyl)-1-tosyl-1H-indol-4-yl)methyl)-1-((2-(trimethylsilyl)ethoxy)methyl)-1H-benzo[d]imidazole-6-carbonitrile and (±)-2-(hydroxy(7-methyl-5-(methylsulfonyl)-1-tosyl-1H-indol-4-yl)methyl)-1-((2-(trimethylsilyl)ethoxy)methyl)-1H-benzo[d]imidazole-5-carbonitrile (100 mg, 0.150 mmol) was added a 1 M solution of lithium tetrafluoroborate in MeCN (3.0 mL, 3 mmol). Water (0.3 mL) was then added and the reaction heated to 70° C. overnight. The reaction... Starting materials: [Al+3], [BH4-], C1CCOC1, Cc1ccccc1, Cc1ccccc1[PH](=O)c1ccccc1C, [Ce+3], [Cl-], [Cl-], [Cl-], [H-], [H-], [H-], [H-], [Li+], [Na+]. The product is B, Cc1ccccc1Pc1ccccc1C. Reaction SMILES: [Al+3:24].[BH4-:5].[CH2:29]1[O:30][CH2:31][CH2:32][CH2:33]1.[CH3:34][c:35]1[cH:36][cH:37][cH:38][cH:39][cH:40]1.[CH3:7][c:8]1[c:9]([PH:14]([c:15]2[c:16]([CH3:21])[cH:17][cH:18][cH:19][cH:20]2)=[O:22])[cH:10][cH:11][cH:12][cH:13]1.[Ce+3:2].[Cl-:1].[Cl-:3].[Cl-:4].[H-:23].[H-:26].[H-:27].[H-:28].[Li+:25].[Na+:6]>>[BH3:5].[CH3:7][c:8]1[c:9]([PH:14][c:15]2[c:16]([CH3:21])[cH:17][cH:18][cH:19][cH:20]2)[cH:10][cH:11][cH:12][cH:13]1. The reactants are solution, C(C)(C)(C)[Li] (tert-butyllithium), COC1=C(C=CC=C1)C(C(=O)OCC)=O (Ethyl 2-(2-methoxyphenyl)-2-oxoacetate), [NH4+].[Cl-] (NH4Cl), ClC1=C(C=C(C=C1)NC([O-])=O)C (4-chloro-3-methylphenylcarbamate), CCOCC (ether). Solvent: CCCCC (pentane), C1CCOC1 (THF). Run at temperature -70 celsius, time 1 hour. The product is ClC=1C=C2C(C(NC2=CC1C)=O)(C1=C(C=CC=C1)OC)CC(=O)O (2-[5-Chloro-3-(2-methoxyphenyl)-6-methyl-2-oxo-2,3-dihydro-1H-indol-3-yl]acetic acid). Reaction SMILES: [Cl:1][C:2]1[CH:7]=[CH:6][C:5]([NH:8][C:9](=[O:11])[O-])=[CH:4][C:3]=1[CH3:12].C([Li])(C)(C)C.CO[C:20]1[CH:25]=[CH:24][CH:23]=C[C:21]=1[C:26](=O)[C:27]([O:29]CC)=[O:28].[NH4+].[Cl-].C[CH2:36][O:37][CH2:38][CH3:39]>CCCCC.C1COCC1>[Cl:1][C:2]1[CH:7]=[C:6]2[C:5](=[CH:4][C:3]=1[CH3:12])[NH:8][C:9](=[O:11])[C:21]2([CH2:26][C:27]([OH:29])=[O:28])[C:20]1[CH:25]=[CH:24][CH:23]=[CH:39][C:38]=1[O:37][CH3:36] |f:3.4|. Procedure: 4-chloro-3-methylphenylcarbamate in 45 ml of ether is cooled to −70° C., under an argon atmosphere, 30 ml of 1.5M solution of tert-butyllithium in pentane are added dropwise, the mixture is stirred for 1 hour while allowing the temperature to rise to −10° C., and is stirred for 1 hour 45 minutes at −10° C. The reaction mixture is cooled to −70° C., a solution of 5 g of the compound obtained in step A in 25 ml of THF is added dropwise, the mixture is stirred for 1 hour and allowed to warm to −30°... Starting materials: FC(C(=O)O)(F)F.ClC1=CC=C2C(=C1)NC(C21C(NC(C1C1=C(C(=CC=C1)Cl)F)C(=O)O)CC(C)(C)C)=O (rac-(2′S,3′R,4′S,5′R)-6-chloro-4′-(3-chloro-2-fluoro-phenyl)-2′-(2,2-dimethyl-propyl)-2-oxo-1,2-dihydro-spiro[indole-3,3′-pyrrolidine]-5′-carboxylic acid trifluoroacetic acid), NC=1C=NC(=NC1)C#N (5-aminopyrimidine-2-carbonitrile), C(C)(C)N(CC)C(C)C (diisopropylethylamine), C1(=CC=CC=C1)P(=O)(C1=CC=CC=C1)Cl (diphenylphosphinic chloride). Product: C(#N)C1=NC=C(C=N1)NC(=O)C1C(C2(C(N1)CC(C)(C)C)C(NC1=CC(=CC=C12)Cl)=O)C1=C(C(=CC=C1)Cl)F (rac-(2′S,3′R,4′S,5′R)-6-chloro-4′-(3-chloro-2-fluoro-phenyl)-2′-(2,2-dimethyl-propyl)-2-oxo-1,2-dihydro-spiro[indole-3,3′-pyrrolidine]-5′-carboxylic acid (2-cyano-pyrimidin-5-yl)-amide). Yield: 9.3%. RXN SMILES: FC(F)(F)C(O)=O.[Cl:8][C:9]1[CH:14]=[C:13]2[NH:15][C:16](=[O:38])[C:17]3([CH:21]([C:22]4[CH:27]=[CH:26][CH:25]=[C:24]([Cl:28])[C:23]=4[F:29])[CH:20]([C:30]([OH:32])=O)[NH:19][CH:18]3[CH2:33][C:34]([CH3:37])([CH3:36])[CH3:35])[C:12]2=[CH:11][CH:10]=1.C(N(C(C)C)CC)(C)C.C1(P(Cl)(C2C=CC=CC=2)=O)C=CC=CC=1.[NH2:63][C:64]1[CH:65]=[N:66][C:67]([C:70]#[N:71])=[N:68][CH:69]=1>>[C:70]([C:67]1[N:68]=[CH:69][C:64]([NH:63][C:30]([CH:20]2[NH:19][CH:18]([CH2:33][C:34]([CH3:37])([CH3:35])[CH3:36])[C:17]3([C:12]4[C:13](=[CH:14][C:9]([Cl:8])=[CH:10][CH:11]=4)[NH:15][C:16]3=[O:38])[CH:21]2[C:22]2[CH:27]=[CH:26][CH:25]=[C:24]([Cl:28])[C:23]=2[F:29])=[O:32])=[CH:65][N:66]=1)#[N:71] |f:0.1|. Procedure details: In a manner similar to the method described in Example 5, rac-(2′S,3′R,4′S,5′R)-6-chloro-4′-(3-chloro-2-fluoro-phenyl)-2′-(2,2-dimethyl-propyl)-2-oxo-1,2-dihydro-spiro[indole-3,3′-pyrrolidine]-5′-carboxylic acid trifluoroacetic acid prepared in Example 4 (0.33 g, 0.57 mmol), was reacted with diisopropylethylamine (0.37 g, 2.9 mmol), diphenylphosphinic chloride (0.27 g, 1.1 mmol), then reacted with 5-aminopyrimidine-2-carbonitrile (Accelachem) (0.1 g, 0.9 mmol) to give rac-(2′S,3′R,4′S,5′R)-6-chl...